describe an organic reaction: reactants, conditions, products, and yield From a dataset of the Open Reaction Database (ORD), a public repository of structured organic reaction records. Starting materials: CCOC(=O)N1CCN(C(=O)C(N)CCC(=O)OC(C)(C)C)CC1, CC#N, O=C(Cl)C(=O)Cl, O=C(O)c1cc(Cl)nc(-c2ccccc2)n1, O. Yields the product CCOC(=O)N1CCN(C(=O)C(CCC(=O)OC(C)(C)C)NC(=O)c2cc(Cl)nc(-c3ccccc3)n2)CC1. Reaction SMILES: [CH2:23]([CH3:24])[O:25][C:26](=[O:27])[N:28]1[CH2:29][CH2:30][N:31]([C:34]([CH:35]([CH2:36][CH2:37][C:38](=[O:39])[O:40][C:41]([CH3:42])([CH3:43])[CH3:44])[NH2:45])=[O:46])[CH2:32][CH2:33]1.[CH3:48][C:49]#[N:50].[Cl:1][C:2]([C:3]([Cl:4])=[O:5])=[O:6].[Cl:7][c:8]1[cH:9][c:10]([C:20](=[O:21])[OH:22])[n:11][c:12](-[c:14]2[cH:15][cH:16][cH:17][cH:18][cH:19]2)[n:13]1.[OH2:47]>>[Cl:7][c:8]1[cH:9][c:10]([C:20](=[O:22])[NH:45][CH:35]([C:34]([N:31]2[CH2:30][CH2:29][N:28]([C:26]([O:25][CH2:23][CH3:24])=[O:27])[CH2:33][CH2:32]2)=[O:46])[CH2:36][CH2:37][C:38](=[O:39])[O:40][C:41]([CH3:42])([CH3:43])[CH3:44])[n:11][c:12](-[c:14]2[cH:15][cH:16][cH:17][cH:18][cH:19]2)[n:13]1.